Dataset: the Open Reaction Database (ORD), a public repository of structured organic reaction records. Task: describe an organic reaction: reactants, conditions, products, and yield As a reaction SMILES: [Br:1][CH:2]([C:3](=[O:4])[N:5]([CH3:6])[c:7]1[c:8]([C:9](=[O:10])[c:11]2[cH:12][cH:13][cH:14][cH:15][cH:16]2)[cH:17][c:18]([Cl:21])[cH:19][cH:20]1)[F:22].[Br:40][CH:41]([F:42])[C:43]([Br:44])=[O:45].[CH3:23][NH:24][c:25]1[cH:26][cH:27][c:28]([Cl:29])[cH:30][c:31]1[C:32]([c:33]1[cH:34][cH:35][cH:36][cH:37][cH:38]1)=[O:39].[CH3:46][CH2:47][OH:48]>>[CH:2]1([F:22])[C:3](=[O:4])[N:5]([CH3:6])[c:7]2[c:8]([cH:17][c:18]([Cl:21])[cH:19][cH:20]2)[C:9]([c:11]2[cH:12][cH:13][cH:14][cH:15][cH:16]2)=[N:24]1. Reactants: CN(C(=O)C(F)Br)c1ccc(Cl)cc1C(=O)c1ccccc1, O=C(Br)C(F)Br, CNc1ccc(Cl)cc1C(=O)c1ccccc1, CCO. The product is CN1C(=O)C(F)N=C(c2ccccc2)c2cc(Cl)ccc21. The reactants are CC(C)(C)OC(=O)N1CC(CNc2ccccc2)C1, CCC(=O)Cl, ClCCl. Yields the product CCC(=O)N(CC1CN(C(=O)OC(C)(C)C)C1)c1ccccc1. Reaction SMILES: [C:1](=[O:2])([O:3][C:4]([CH3:5])([CH3:6])[CH3:7])[N:8]1[CH2:9][CH:10]([CH2:12][NH:13][c:14]2[cH:15][cH:16][cH:17][cH:18][cH:19]2)[CH2:11]1.[C:20]([CH2:21][CH3:22])(=[O:23])[Cl:24].[Cl:25][CH2:26][Cl:27]>>[C:1](=[O:2])([O:3][C:4]([CH3:5])([CH3:6])[CH3:7])[N:8]1[CH2:9][CH:10]([CH2:12][N:13]([c:14]2[cH:15][cH:16][cH:17][cH:18][cH:19]2)[C:20]([CH2:21][CH3:22])=[O:23])[CH2:11]1. Starting materials: CC(C)(C)O, CC12CCC3C(CCC4=CC(=O)CCC43C)C1COC2=O, O=C1C(Cl)=C(Cl)C(=O)C(Cl)=C1Cl. RXN SMILES: [C:34]([OH:35])([CH3:36])([CH3:37])[CH3:38].[CH3:1][C:2]12[C:3](=[O:21])[O:4][CH2:5][CH:6]1[CH:7]1[CH2:8][CH2:9][C:10]3=[CH:11][C:12](=[O:20])[CH2:13][CH2:14][C:15]3([CH3:16])[CH:17]1[CH2:18][CH2:19]2.[Cl:22][C:23]1=[C:32]([Cl:33])[C:30](=[O:31])[C:28]([Cl:29])=[C:26]([Cl:27])[C:24]1=[O:25]>>[CH3:1][C:2]12[C:3](=[O:21])[O:4][CH2:5][CH:6]1[CH:7]1[CH:8]=[CH:9][C:10]3=[CH:11][C:12](=[O:20])[CH2:13][CH2:14][C:15]3([CH3:16])[CH:17]1[CH2:18][CH2:19]2. Yields the product CC12CCC3C(C=CC4=CC(=O)CCC43C)C1COC2=O. Starting materials: CCC(=O)Cl, CCOC(=O)CCCNC(c1ccccc1)c1ccccc1, CCN(C(C)C)C(C)C, c1ccccc1. Yields the product CCOC(=O)CCCN(C(=O)CC)C(c1ccccc1)c1ccccc1. Reaction SMILES: [C:32]([CH2:33][CH3:34])(=[O:35])[Cl:36].[CH:1]([c:2]1[cH:3][cH:4][cH:5][cH:6][cH:7]1)([c:8]1[cH:9][cH:10][cH:11][cH:12][cH:13]1)[NH:14][CH2:15][CH2:16][CH2:17][C:18](=[O:19])[O:20][CH2:21][CH3:22].[CH:23]([N:24]([CH:25]([CH3:26])[CH3:27])[CH2:28][CH3:29])([CH3:30])[CH3:31].[cH:37]1[cH:38][cH:39][cH:40][cH:41][cH:42]1>>[CH:1]([c:2]1[cH:3][cH:4][cH:5][cH:6][cH:7]1)([c:8]1[cH:9][cH:10][cH:11][cH:12][cH:13]1)[N:14]([CH2:15][CH2:16][CH2:17][C:18](=[O:19])[O:20][CH2:21][CH3:22])[C:32]([CH2:33][CH3:34])=[O:35]. The reactants are O[C@H]1CN(CC1)C1=NC=C(C(=O)NC2=CC=C(C=C2)OC(F)(F)F)C=C1B1OC(C(O1)(C)C)(C)C ((R)-6-(3-Hydroxypyrrolidin-1-yl)-5-(4,4,5,5-tetramethyl-1,3,2-dioxaborolan-2-yl)-N-(4-(trifluoromethoxy)phenyl)nicotinamide), BrC=1SC=CN1 (2-bromothiazole), PdCl2(dppf)-(CH2Cl2), C(=O)([O-])[O-].[Na+].[Na+] (Na2CO3), COCCOC (DME), Si-Thiol. Run in O (water). Run at temperature 90 celsius, time 16 hour. The product is O[C@H]1CN(CC1)C1=NC=C(C(=O)NC2=CC=C(C=C2)OC(F)(F)F)C=C1C=1SC=CN1 ((R)-6-(3-Hydroxypyrrolidin-1-yl)-5-(thiazol-2-yl)-N-(4-(trifluoromethoxy)phenyl)nicotinamide). RXN SMILES: [OH:1][C@@H:2]1[CH2:6][CH2:5][N:4]([C:7]2[C:26](B3OC(C)(C)C(C)(C)O3)=[CH:25][C:10]([C:11]([NH:13][C:14]3[CH:19]=[CH:18][C:17]([O:20][C:21]([F:24])([F:23])[F:22])=[CH:16][CH:15]=3)=[O:12])=[CH:9][N:8]=2)[CH2:3]1.Br[C:37]1[S:38][CH:39]=[CH:40][N:41]=1.C([O-])([O-])=O.[Na+].[Na+].COCCOC>O>[OH:1][C@@H:2]1[CH2:6][CH2:5][N:4]([C:7]2[C:26]([C:37]3[S:38][CH:39]=[CH:40][N:41]=3)=[CH:25][C:10]([C:11]([NH:13][C:14]3[CH:19]=[CH:18][C:17]([O:20][C:21]([F:22])([F:23])[F:24])=[CH:16][CH:15]=3)=[O:12])=[CH:9][N:8]=2)[CH2:3]1 |f:2.3.4|. Procedure: (R)-6-(3-Hydroxypyrrolidin-1-yl)-5-(4,4,5,5-tetramethyl-1,3,2-dioxaborolan-2-yl)-N-(4-(trifluoromethoxy)phenyl)nicotinamide (Stage 9.1, 50 mg, 0.101 mmol), 2-bromothiazole (24.9 mg, 0.152 mmol), PdCl2(dppf)-(CH2Cl2) (8.28 mg, 10.14 μmol), Na2CO3 (32.2 mg, 0.304 mmol), DME (522 μL) and water (92 μL) were added to a MW vial, which was sealed, evacuated/purged with argon, and RM was stirred at 90° C. for 16 h. The RM was diluted with THF (2 mL), treated with Si-Thiol (1.27 mmol/g, 39.9 mg, 0.051 mm...